Dataset: the Open Reaction Database (ORD), a public repository of structured organic reaction records. Task: describe an organic reaction: reactants, conditions, products, and yield Starting materials: Cl, [I-], [K+], O=N[O-], N#Cc1ccc(N)cc1Cl, [Na+], O. Product: N#Cc1ccc(I)cc1Cl. As a reaction SMILES: [ClH:11].[I-:17].[K+:16].[N:12]([O-:13])=[O:14].[NH2:1][c:2]1[cH:3][c:4]([Cl:10])[c:5]([C:6]#[N:7])[cH:8][cH:9]1.[Na+:15].[OH2:18]>>[c:2]1([I:17])[cH:3][c:4]([Cl:10])[c:5]([C:6]#[N:7])[cH:8][cH:9]1. Starting materials: FC(CN1CCC(CC1)N1C(CC1)C(=O)OC)(F)F (methyl 1-(1-(2,2,2-trifluoroethyl)piperidin-4-yl)azetidine-2-carboxylate), O.[OH-].[Li+] (lithium hydroxide monohydrate). Yields the product FC(CN1CCC(CC1)N1C(CC1)C(=O)[O-])(F)F.[Li+] (lithium 1-(1-(2,2,2-trifluoroethyl)piperidin-4-yl)azetidine-2-carboxylate). Reaction SMILES: [F:1][C:2]([F:19])([F:18])[CH2:3][N:4]1[CH2:9][CH2:8][CH:7]([N:10]2[CH2:13][CH2:12][CH:11]2[C:14]([O:16]C)=[O:15])[CH2:6][CH2:5]1.O.[OH-].[Li+:22]>>[F:19][C:2]([F:1])([F:18])[CH2:3][N:4]1[CH2:9][CH2:8][CH:7]([N:10]2[CH2:13][CH2:12][CH:11]2[C:14]([O-:16])=[O:15])[CH2:6][CH2:5]1.[Li+:22] |f:1.2.3,4.5|. Reported procedure: The reaction of methyl 1-(1-(2,2,2-trifluoroethyl)piperidin-4-yl)azetidine-2-carboxylate 19G and lithium hydroxide monohydrate yielded lithium 1-(1-(2,2,2-trifluoroethyl)piperidin-4-yl)azetidine-2-carboxylate as a light brown solid (quant.). MS ISP (m/e): 267.2 (100) [(M+H)]+. Starting materials: solution, CC(=O)OCC1=C(N2[C@@H]([C@@H](C2=O)NC(=O)CCC[C@H](C(=O)O)N)SC1)C(=O)O (cephalosporin-C), sulphosuccinimidyl 4-(N-maleimidomethyl)cyclohexane-1-carboxylate, C([O-])([O-])=O.[Na+].[Na+] (sodium carbonate). Conditions: time 1 hour. Yields the product C([O-])([O-])=O.[Na+].[Na+].C([O-])(O)=O (sodium carbonate bicarbonate). Reaction SMILES: CC(OCC1CS[C@@H]2[C@H](NC(CCC[C@@H](N)C(O)=O)=O)C(=O)N2C=1C(O)=O)=O.[C:29](=[O:32])([O-:31])[O-:30].[Na+:33].[Na+]>>[C:29](=[O:30])([O-:32])[O-:31].[Na+:33].[Na+:33].[C:29](=[O:30])([OH:32])[O-:31] |f:1.2.3,4.5.6.7|. Procedure: Separately, 20 ml of a solution containing 119.8 mg of cephalosporin-C and 54 mg of sulphosuccinimidyl 4-(N-maleimidomethyl)cyclohexane-1-carboxylate (sSMCC, 22322 Pierce) in sodium carbonate buffer (100 mM, pH 9) are incubated for one hour at 25° C. The reactants are COC(=O)C1NC(CC(C)(C)C2CC2)C(C#N)(c2ccc(Cl)cc2F)C1c1cccc(Cl)c1F, CO, Cl, [Na+], C1CCOC1, [OH-]. The product is CC(C)(CC1NC(C(=O)O)C(c2cccc(Cl)c2F)C1(C#N)c1ccc(Cl)cc1F)C1CC1. RXN SMILES: [CH3:1][O:2][C:3](=[O:4])[CH:5]1[NH:6][CH:7]([CH2:28][C:29]([CH3:30])([CH3:31])[CH:32]2[CH2:33][CH2:34]2)[C:8]([C:18]#[N:19])([c:20]2[c:21]([F:27])[cH:22][c:23]([Cl:26])[cH:24][cH:25]2)[CH:9]1[c:10]1[c:11]([F:17])[c:12]([Cl:16])[cH:13][cH:14][cH:15]1.[CH3:37][OH:38].[ClH:39].[Na+:36].[O:40]1[CH2:41][CH2:42][CH2:43][CH2:44]1.[OH-:35]>>[O:2]=[C:3]([OH:4])[CH:5]1[NH:6][CH:7]([CH2:28][C:29]([CH3:30])([CH3:31])[CH:32]2[CH2:33][CH2:34]2)[C:8]([C:18]#[N:19])([c:20]2[c:21]([F:27])[cH:22][c:23]([Cl:26])[cH:24][cH:25]2)[CH:9]1[c:10]1[c:11]([F:17])[c:12]([Cl:16])[cH:13][cH:14][cH:15]1. Procedure: To a solution of 2-fluoro-5-nitrobenzyl alcohol (1 g, 5.84 mmol) in 25 mL ether, was added tetrabromomethane (3.87 g, 11.7 mmol), followed by triphenylphosphine (3.39 g, 11.7 mmol). The mixture was stirred at room temperature for 2 hours. The reaction was concentrated and the crude residue purified by column chromatography (silica, 10% EtOAc/hexane) to give pure 2-bromomethyl-1-fluoro-4-nitro-benzene. Run at time 2 hour. Yields the product BrCC1=C(C=CC(=C1)[N+](=O)[O-])F (2-bromomethyl-1-fluoro-4-nitro-benzene). Run in CCOCC (ether). Reactants: FC1=C(CO)C=C(C=C1)[N+](=O)[O-] (2-fluoro-5-nitrobenzyl alcohol), BrC(Br)(Br)Br (tetrabromomethane), C1(=CC=CC=C1)P(C1=CC=CC=C1)C1=CC=CC=C1 (triphenylphosphine). As a reaction SMILES: [F:1][C:2]1[CH:9]=[CH:8][C:7]([N+:10]([O-:12])=[O:11])=[CH:6][C:3]=1[CH2:4]O.[Br:13]C(Br)(Br)Br.C1(P(C2C=CC=CC=2)C2C=CC=CC=2)C=CC=CC=1>CCOCC>[Br:13][CH2:4][C:3]1[CH:6]=[C:7]([N+:10]([O-:12])=[O:11])[CH:8]=[CH:9][C:2]=1[F:1]. Reactants: COc1cccc(C(Oc2ccc3c(cnn3-c3ccc(F)cc3)c2)C(C)N)c1, O=C(O)c1nc[nH]n1. Yields the product COc1cccc(C(Oc2ccc3c(cnn3-c3ccc(F)cc3)c2)C(C)NC(=O)c2nc[nH]n2)c1. RXN SMILES: [F:1][c:2]1[cH:3][cH:4][c:5](-[n:8]2[n:9][cH:10][c:11]3[cH:12][c:13]([O:17][CH:18]([CH:19]([CH3:20])[NH2:21])[c:22]4[cH:23][c:24]([O:28][CH3:29])[cH:25][cH:26][cH:27]4)[cH:14][cH:15][c:16]23)[cH:6][cH:7]1.[nH:30]1[n:31][c:32]([C:35](=[O:36])[OH:37])[n:33][cH:34]1>>[F:1][c:2]1[cH:3][cH:4][c:5](-[n:8]2[n:9][cH:10][c:11]3[cH:12][c:13]([O:17][CH:18]([CH:19]([CH3:20])[NH:21][C:35]([c:32]4[n:31][nH:30][cH:34][n:33]4)=[O:36])[c:22]4[cH:23][c:24]([O:28][CH3:29])[cH:25][cH:26][cH:27]4)[cH:14][cH:15][c:16]23)[cH:6][cH:7]1. The reactants are [H-].C(C(C)C)[Al+]CC(C)C (Diisobutylaluminium hydride), C(C)OC(=O)C=1N=C2SCCCN2C1.N=1C(=CN2C1SCCC2)C=O (6,7-Dihydro-5H-imidazo[2,1-b][1,3]thiazine-2-carboxaldehyde Ethyl 6,7-dihydro-5H-imidazo[2,1-b][1,3]thiazine-2-carboxylate), O (Water). The solvent is ClCCl (dichloromethane). Run at temperature -70 celsius, time 1 hour. The product is N=1C(=CN2C1SCCC2)C=O (6,7-Dihydro-5H-imidazo[2,1-b][1,3]thiazine-2-carboxaldehyde). Isolated yield 77.9%. Reaction SMILES: C([O:3][C:4]([C:6]1[N:7]=[C:8]2[N:13]([CH:14]=1)[CH2:12][CH2:11][CH2:10][S:9]2)=O)C.N1C(C=O)=CN2CCCSC=12.[H-].C([Al+]CC(C)C)C(C)C.O>ClCCl>[N:7]1[C:6]([CH:4]=[O:3])=[CH:14][N:13]2[CH2:12][CH2:11][CH2:10][S:9][C:8]=12 |f:0.1,2.3|. Reported procedure: 6,7-Dihydro-5H-imidazo[2,1-b][1,3]thiazine-2-carboxaldehyde Ethyl 6,7-dihydro-5H-imidazo[2,1-b][1,3]thiazine-2-carboxylate (2.12 g, 10 mmol) was dissolved in dry dichloromethane (40 ml) under argon and cooled to -70%. Diisobutylaluminium hydride (1.5M in toluene, 12 ml, 18 mmol) was added below -68° C. and the reaction mixture stirred at -70° C. for 1 h. Water was added carefully and the cooling removed. The reaction mixture was stirred vigorously at ambient temperature for 15 minutes and Celite... Reactants: BrBr (bromine), C(C1=CC=CC=C1)C1N(CCC1)C (2-benzyl-1-methylpyrrolidine), [OH-].[Na+] (sodium hydroxide). Reagents/catalysts: [Fe] (iron). Run at time 2 hour. The product is BrC1=CC=C(CC2N(CCC2)C)C=C1 (2-(4-bromobenzyl)-1-methylpyrrolidine). As a reaction SMILES: [Br:1]Br.[CH2:3]([CH:10]1[CH2:14][CH2:13][CH2:12][N:11]1[CH3:15])[C:4]1[CH:9]=[CH:8][CH:7]=[CH:6][CH:5]=1.[OH-].[Na+]>[Fe]>[Br:1][C:7]1[CH:8]=[CH:9][C:4]([CH2:3][CH:10]2[CH2:14][CH2:13][CH2:12][N:11]2[CH3:15])=[CH:5][CH:6]=1 |f:2.3|. Reported procedure: Add 11.4 moles of bromine at room temperature to 2 g of 2-benzyl-1-methylpyrrolidine and 50 mg of iron powder. Allow the resulting mixture to stand for 2 hours before rendering it alkaline 1 N sodium hydroxide solution. Extract the base with diethyl ether. Distil the ether extract to obtain the title compound as almost-colorless liquid of b.p. 72° at 0.001 mm of Hg. Reactants: COC(=O)CCc1ccc(N(Cc2cccc(-c3c(C)cccc3C)c2)C(C)=O)cc1, CO, [Na+], C1CCOC1, [OH-], O, O=C(O)CC(O)(CC(=O)O)C(=O)O. Product: CC(=O)N(Cc1cccc(-c2c(C)cccc2C)c1)c1ccc(CCC(=O)O)cc1. Reaction SMILES: [C:1]([CH3:2])(=[O:3])[N:4]([c:5]1[cH:6][cH:7][c:8]([CH2:11][CH2:12][C:13](=[O:14])[O:15][CH3:16])[cH:9][cH:10]1)[CH2:17][c:18]1[cH:19][c:20](-[c:24]2[c:25]([CH3:31])[cH:26][cH:27][cH:28][c:29]2[CH3:30])[cH:21][cH:22][cH:23]1.[CH3:48][OH:49].[Na+:33].[O:50]1[CH2:51][CH2:52][CH2:53][CH2:54]1.[OH-:32].[OH2:34].[OH:35][C:36]([CH2:37][C:38]([C:39](=[O:40])[OH:41])([CH2:42][C:43](=[O:44])[OH:45])[OH:46])=[O:47]>>[C:1]([CH3:2])(=[O:3])[N:4]([c:5]1[cH:6][cH:7][c:8]([CH2:11][CH2:12][C:13](=[O:14])[OH:15])[cH:9][cH:10]1)[CH2:17][c:18]1[cH:19][c:20](-[c:24]2[c:25]([CH3:31])[cH:26][cH:27][cH:28][c:29]2[CH3:30])[cH:21][cH:22][cH:23]1. Starting materials: Cc1cc(C=O)cnc1C(F)(F)F, ClCCl, [Mg+2], NC1CCN(CC2Cn3c(=O)ccc4ccc(=O)n2c43)CC1, O=S(=O)([O-])[O-]. Yields the product Cc1cc(CNC2CCN(CC3Cn4c(=O)ccc5ccc(=O)n3c54)CC2)cnc1C(F)(F)F. As a reaction SMILES: [CH3:23][c:24]1[cH:25][c:26]([CH:34]=[O:35])[cH:27][n:28][c:29]1[C:30]([F:31])([F:32])[F:33].[Cl:42][CH2:43][Cl:44].[Mg+2:36].[NH2:1][CH:2]1[CH2:3][CH2:4][N:5]([CH2:8][CH:9]2[CH2:10][n:11]3[c:12](=[O:22])[cH:13][cH:14][c:15]4[cH:16][cH:17][c:18](=[O:21])[n:19]2[c:20]34)[CH2:6][CH2:7]1.[O-:37][S:38](=[O:39])(=[O:40])[O-:41]>>[NH:1]([CH:2]1[CH2:3][CH2:4][N:5]([CH2:8][CH:9]2[CH2:10][n:11]3[c:12](=[O:22])[cH:13][cH:14][c:15]4[cH:16][cH:17][c:18](=[O:21])[n:19]2[c:20]34)[CH2:6][CH2:7]1)[CH2:34][c:26]1[cH:25][c:24]([CH3:23])[c:29]([C:30]([F:31])([F:32])[F:33])[n:28][cH:27]1.